This data is from the Open Reaction Database (ORD), a public repository of structured organic reaction records. The task is: describe an organic reaction: reactants, conditions, products, and yield The reactants are CCCCCCCCCCCCCCCCCl, O=c1[nH]cc(F)c(=O)[nH]1, C1COCCO1, c1ccncc1. Product: CCCCCCCCCCCCCCCC(=O)n1cc(F)c(=O)[nH]c1=O. Reaction SMILES: [CH2:10]([CH2:11][CH2:12][CH2:13][CH2:14][CH2:15][CH2:16][CH2:17][CH2:18][CH2:19][CH2:20][CH2:21][CH2:22][CH2:23][CH2:24][CH3:25])[Cl:26].[F:1][c:2]1[c:3](=[O:9])[nH:4][c:5](=[O:8])[nH:6][cH:7]1.[O:27]1[CH2:28][CH2:29][O:30][CH2:31][CH2:32]1.[cH:33]1[cH:34][cH:35][n:36][cH:37][cH:38]1>>[F:1][c:2]1[c:3](=[O:9])[nH:4][c:5](=[O:8])[n:6]([C:10]([CH2:11][CH2:12][CH2:13][CH2:14][CH2:15][CH2:16][CH2:17][CH2:18][CH2:19][CH2:20][CH2:21][CH2:22][CH2:23][CH2:24][CH3:25])=[O:27])[cH:7]1. Starting materials: BrC=1C=CC(=NC1)C1CNC(O1)=O (5-(5-bromopyridin-2-yl)oxazolidin-2-one), IC (iodomethane), petroleum ether ethyl acetate, [H-].[Na+] (NaH). The solvent is O1CCCC1 (tetrahydrofuran), O (water). Conditions: temperature 0 celsius, time 8 hour. The product is petroleum ether ethyl acetate, BrC=1C=CC(=NC1)C1CN(C(O1)=O)C (5-(5-bromopyridin-2-yl)-3-methyloxazolidin-2-one). Isolated yield 85.1%. Reaction SMILES: [Br:1][C:2]1[CH:3]=[CH:4][C:5]([CH:8]2[O:12][C:11](=[O:13])[NH:10][CH2:9]2)=[N:6][CH:7]=1.[H-].[Na+].I[CH3:17]>O1CCCC1.O>[Br:1][C:2]1[CH:3]=[CH:4][C:5]([CH:8]2[O:12][C:11](=[O:13])[N:10]([CH3:17])[CH2:9]2)=[N:6][CH:7]=1 |f:1.2|. Reported procedure: Compound 14b (350 mg, 1.44 mmol) was dissolved in dried tetrahydrofuran, cooled to 0° C. NaH (86.4 mg, 2.16 mmol) was added, and iodomethane (0.18 mL, 2.88 mmol) was added dropwise. After the addition was completed, the reaction mixture was raised to room temperature for reacting overnight. The reaction was monitored by TLC (petroleum ether/ethyl acetate=5/1). After the reaction completed, the mixture was diluted with water, and extracted with ethyl acetate. The organic phase was combined, washe... The reactants are C(C)OC(CC=1C=C(C(=CC1)OC)C1=C(C=C(C=C1)C(F)(F)F)C=O)=O ((2′-formyl-6-methoxy-4′-trifluoromethyl-biphenyl-3-yl)-acetic acid ethyl ester), [BH4-].[Na+] (sodium borohydride). The solvent is CO (MeOH). Run at time 15 minute. Yields the product C(C)OC(CC=1C=C(C(=CC1)OC)C1=C(C=C(C=C1)C(F)(F)F)CO)=O ((2′-Hydroxymethyl-6-methoxy-4′-trifluoromethyl-biphenyl-3-yl)-acetic acid ethyl ester). Reaction SMILES: [CH2:1]([O:3][C:4](=[O:26])[CH2:5][C:6]1[CH:7]=[C:8]([C:14]2[CH:19]=[CH:18][C:17]([C:20]([F:23])([F:22])[F:21])=[CH:16][C:15]=2[CH:24]=[O:25])[C:9]([O:12][CH3:13])=[CH:10][CH:11]=1)[CH3:2].[BH4-].[Na+]>CO>[CH2:1]([O:3][C:4](=[O:26])[CH2:5][C:6]1[CH:7]=[C:8]([C:14]2[CH:19]=[CH:18][C:17]([C:20]([F:23])([F:21])[F:22])=[CH:16][C:15]=2[CH2:24][OH:25])[C:9]([O:12][CH3:13])=[CH:10][CH:11]=1)[CH3:2] |f:1.2|. Reported procedure: To (2′-formyl-6-methoxy-4′-trifluoromethyl-biphenyl-3-yl)-acetic acid ethyl ester (0.844 g, 2.30 mmol) in MeOH was added sodium borohydride (0.096 g, 2.53 mmol), and the reaction was stirred at room temperature for 15 minutes. The mixture was concentrated, and the residue was partitioned between EtOAc and H2O. The aqueous layer was extracted with EtOAc, and the combined organic layers were dried over MgSO4, filtered, and concentrated to give the title compound. The reactants are CCN(C(C)C)C(C)C, O=C(Cl)c1ccc(C2CCCCC2)cc1, ClCCl, c1ccc2c(c1)CNc1ccccc1N2. The product is O=C(c1ccc(C2CCCCC2)cc1)N1Cc2ccccc2Nc2ccccc21. As a reaction SMILES: [CH:16]([N:17]([CH2:18][CH3:19])[CH:20]([CH3:21])[CH3:22])([CH3:23])[CH3:24].[CH:25]1([c:31]2[cH:32][cH:33][c:34]([C:35](=[O:36])[Cl:37])[cH:38][cH:39]2)[CH2:26][CH2:27][CH2:28][CH2:29][CH2:30]1.[Cl:40][CH2:41][Cl:42].[cH:1]1[cH:2][cH:3][cH:4][c:5]2[c:11]1[CH2:10][NH:9][c:8]1[c:7]([cH:15][cH:14][cH:13][cH:12]1)[NH:6]2>>[cH:1]1[cH:2][cH:3][cH:4][c:5]2[c:11]1[CH2:10][N:9]([C:35]([c:34]1[cH:33][cH:32][c:31]([CH:25]3[CH2:26][CH2:27][CH2:28][CH2:29][CH2:30]3)[cH:39][cH:38]1)=[O:36])[c:8]1[c:7]([cH:15][cH:14][cH:13][cH:12]1)[NH:6]2. Starting materials: C(C)OC(=O)C1=CC=C(C=C1)C1=CC=C(C=C1)O (4-hydroxy-4'-biphenylcarboxylic acid ethyl ester), [OH-].[K+] (KOH), FC1=CC=C(C=C1)OC(=O)C1=CC=C(C=C1)C1=CC=C(C=C1)OC(CCCCCC)C (4'-(1-methyl-heptyloxy)-4-biphenylcarboxylic acid p-fluorophenyl ester), Cl (HCl), ester, [OH-].[Na+] (NaOH), BrC1=CC=C(C=C1)C1=CC=C(C=C1)OC(C1=CC=C(C=C1)OC(CCCCCC)C)=O (p-(1-methylheptyloxy)benzoic acid 4'-bromo-4-biphenylyl ester), ( I ), C(C)OC(=O)C1=CC=C(C=C1)C1=CC=C(C=C1)OC(CCCCCC)C (4'-(1-methyl-heptyloxy)-4-biphenylcarboxylic acid ethyl ester). The solvent is CO (methanol), C1(=CC=CC=C1)C (toluene), O (water), C(C)O (ethanol). The product is CC(CCCCCC)OC1=CC=C(C=C1)C1=CC=C(C=C1)C(=O)O (4'-(1-methyl-heptyloxy)-4-biphenylcarboxylic acid). Isolated yield 12.0%. Reaction SMILES: BrC1C=CC(C2C=CC(OC(=O)C3C=CC(OC(C)CCCCCC)=CC=3)=CC=2)=CC=1.C(OC(C1C=CC(C2C=CC(O)=CC=2)=CC=1)=O)C.[OH-].[K+].FC1C=CC([O:59][C:60]([C:62]2[CH:67]=[CH:66][C:65]([C:68]3[CH:73]=[CH:72][C:71]([O:74][CH:75]([CH3:82])[CH2:76][CH2:77][CH2:78][CH2:79][CH2:80][CH3:81])=[CH:70][CH:69]=3)=[CH:64][CH:63]=2)=[O:61])=CC=1.C(OC(C1C=CC(C2C=CC(OC(C)CCCCCC)=CC=2)=CC=1)=O)C.[OH-].[Na+].Cl>CO.O.C(O)C.C1(C)C=CC=CC=1>[CH3:82][CH:75]([O:74][C:71]1[CH:72]=[CH:73][C:68]([C:65]2[CH:64]=[CH:63][C:62]([C:60]([OH:61])=[O:59])=[CH:67][CH:66]=2)=[CH:69][CH:70]=1)[CH2:76][CH2:77][CH2:78][CH2:79][CH2:80][CH3:81] |f:2.3,6.7|. Reported procedure: Preparation of optically active p-(1-methylheptyloxy)benzoic acid 4'-bromo-4-biphenylyl ester (a compound of the formula (I) wherein l=1, m=1, R=C6H13, X=Br and Y, Z=H; Sample No. 9) P-hydroxybenzoic acid methyl ester (IV) (28.5 g, 0.187 mol) was dissolved in methanol (120 ml), and KOH (10.1 g, 0.187 mol) was added to and dissolved in the solution, followed by adding to the resulting solution, optically active p-toluenesulfonic acid 1-methyl-heptyl ester (III) (58.6 g, 0.206 mol) obtained in Exa... Starting materials: Cl (hydrochloric acid), CC1=NC(=NC=C1)SC (4-methyl-2-methylthio-pyrimidine), C(C1=CC=CC=C1)(=O)OC (methyl benzoate), CC(C)([O-])C.[K+] (potassium tert-butoxide). Run in O1CCCC1 (tetrahydrofuran). Reaction conditions: time 20 minute. The product is CSC1=NC=CC(=N1)CC(=O)C1=CC=CC=C1 (2-(2-methylthio-pyrimidin-4-yl)-1-phenyl-ethanone). As a reaction SMILES: [CH3:1][C:2]1[CH:7]=[CH:6][N:5]=[C:4]([S:8][CH3:9])[N:3]=1.[C:10](OC)(=[O:17])[C:11]1[CH:16]=[CH:15][CH:14]=[CH:13][CH:12]=1.CC(C)([O-])C.[K+].Cl>O1CCCC1>[CH3:9][S:8][C:4]1[N:3]=[C:2]([CH2:1][C:10]([C:11]2[CH:16]=[CH:15][CH:14]=[CH:13][CH:12]=2)=[O:17])[CH:7]=[CH:6][N:5]=1 |f:2.3|. Procedure details: A mixture of 4-methyl-2-methylthio-pyrimidine (30 g, 0.21 mol) and methyl benzoate (30 g, 0.21 mol) is added to a solution of potassium tert-butoxide (54 g, 0.48 mol) in tetrahydrofuran (350 ml) with cooling in such a way that the reaction temperature does not exceed +20° C. After stirring the mixture for additional 20 minutes the solution is poured onto crushed ice. The resulting solution is acidified with concentrated hydrochloric acid and extracted with ethyl acetate. Drying of the organic ph... The reactants are CI, COC(=O)C1(CO)CCC(c2ccc(OCc3ccccc3F)cc2)N1C(=O)OC(C)(C)C, [H-], [Na+], CN(C)C=O. Yields the product COCC1(C(=O)OC)CCC(c2ccc(OCc3ccccc3F)cc2)N1C(=O)OC(C)(C)C. RXN SMILES: [CH3:34][I:35].[F:1][c:2]1[c:3]([CH2:8][O:9][c:10]2[cH:11][cH:12][c:13]([CH:16]3[CH2:17][CH2:18][C:19]([C:28](=[O:29])[O:30][CH3:31])([CH2:32][OH:33])[N:20]3[C:21](=[O:22])[O:23][C:24]([CH3:25])([CH3:26])[CH3:27])[cH:14][cH:15]2)[cH:4][cH:5][cH:6][cH:7]1.[H-:36].[Na+:37].[O:38]=[CH:39][N:40]([CH3:41])[CH3:42]>>[F:1][c:2]1[c:3]([CH2:8][O:9][c:10]2[cH:11][cH:12][c:13]([CH:16]3[CH2:17][CH2:18][C:19]([C:28](=[O:29])[O:30][CH3:31])([CH2:32][O:33][CH3:34])[N:20]3[C:21](=[O:22])[O:23][C:24]([CH3:25])([CH3:26])[CH3:27])[cH:14][cH:15]2)[cH:4][cH:5][cH:6][cH:7]1.